Dataset: the Open Reaction Database (ORD), a public repository of structured organic reaction records. Task: describe an organic reaction: reactants, conditions, products, and yield The reactants are OC1=C(C=CC(=C1)C)C(=O)/C(/C(=O)OC(C)(C)C)=C\C1=CC=CC=C1 ((E)-tert-butyl 2-(2-hydroxy-4-methylphenylcarbonyl)-3-phenylprop-2-enoate), III, C1(=CC=C(C=C1)S(=O)(=O)O)C (p-toluenesulfonic acid). The reagents and catalysts are NC(=S)N (thiourea). The solvent is C1(=CC=CC=C1)C (toluene). Product: CC1=CC=C2C(C[C@@H](OC2=C1)C1=CC=CC=C1)=O ((R)-7-methyl-2-phenylchroman-4-one). Yield: 97.9%. As a reaction SMILES: [OH:1][C:2]1[CH:7]=[C:6]([CH3:8])[CH:5]=[CH:4][C:3]=1[C:9](/[C:11](=[CH:19]\[C:20]1[CH:25]=[CH:24][CH:23]=[CH:22][CH:21]=1)/C(OC(C)(C)C)=O)=[O:10].C1(C)C=CC(S(O)(=O)=O)=CC=1>NC(N)=S.C1(C)C=CC=CC=1>[CH3:8][C:6]1[CH:7]=[C:2]2[C:3]([C:9](=[O:10])[CH2:11][C@H:19]([C:20]3[CH:25]=[CH:24][CH:23]=[CH:22][CH:21]=3)[O:1]2)=[CH:4][CH:5]=1. Procedure details: Prepared according to general procedure using (E)-tert-butyl 2-(2-hydroxy-4-methylphenylcarbonyl)-3-phenylprop-2-enoate (51 mg, 0.15 mmol), thiourea catalyst III (10 mg, 0.020 mmol) in 1.5 mL toluene for 6 d at −25° C. and p-toluenesulfonic acid (15 mg, 0.08 mmol) for 9 h. Purification via column chromatography with 10% EtOAc/hexanes afforded 35 mg (97%) of 14 as a white solid in 90% ee. [α]D: +54.8 (EtOH, c=0.52). Analytical data for 14: IR (film) 1688.6, 1616.6, 1295.2, 1242.3 cm−1; 1H NMR (50... Starting materials: CC(=O)N1CCN(c2ccccc2OCC(F)(F)F)CC1, CC(=O)O, [Na+], [OH-], O, O=[N+]([O-])O. Product: CC(=O)N1CCN(c2ccc([N+](=O)[O-])cc2OCC(F)(F)F)CC1. As a reaction SMILES: [C:1]([CH3:2])(=[O:3])[N:4]1[CH2:5][CH2:6][N:7]([c:10]2[c:11]([O:16][CH2:17][C:18]([F:19])([F:20])[F:21])[cH:12][cH:13][cH:14][cH:15]2)[CH2:8][CH2:9]1.[CH3:29][C:30](=[O:31])[OH:32].[Na+:28].[OH-:27].[OH2:26].[OH:22][N+:23]([O-:24])=[O:25]>>[C:1]([CH3:2])(=[O:3])[N:4]1[CH2:5][CH2:6][N:7]([c:10]2[c:11]([O:16][CH2:17][C:18]([F:19])([F:20])[F:21])[cH:12][c:13]([N+:23](=[O:22])[O-:24])[cH:14][cH:15]2)[CH2:8][CH2:9]1.